From a dataset of the Open Reaction Database (ORD), a public repository of structured organic reaction records. describe an organic reaction: reactants, conditions, products, and yield As a reaction SMILES: [CH2:42]1[O:43][CH2:44][CH2:45][CH2:46]1.[CH3:13][O:14][C:15]([C:16]([CH3:17])([OH:18])[c:19]1[cH:20][cH:21][c:22]([O:25][CH2:26][c:27]2[cH:28][cH:29][cH:30][cH:31][cH:32]2)[cH:23][cH:24]1)=[O:33].[Cl:34][c:35]1[cH:36][cH:37][c:38]([OH:41])[cH:39][cH:40]1.[O:1]=[C:2]([O:3][CH2:4][CH3:5])[N:6]=[N:7][C:8]([O:9][CH2:10][CH3:11])=[O:12]>>[CH3:13][O:14][C:15]([C:16]([CH3:17])([O:18][c:38]1[cH:37][cH:36][c:35]([Cl:34])[cH:40][cH:39]1)[c:19]1[cH:20][cH:21][c:22]([O:25][CH2:26][c:27]2[cH:28][cH:29][cH:30][cH:31][cH:32]2)[cH:23][cH:24]1)=[O:33]. Reactants: C1CCOC1, COC(=O)C(C)(O)c1ccc(OCc2ccccc2)cc1, Oc1ccc(Cl)cc1, CCOC(=O)N=NC(=O)OCC. Yields the product COC(=O)C(C)(Oc1ccc(Cl)cc1)c1ccc(OCc2ccccc2)cc1. Reactants: N-Cbz, ON1C(CCC1=O)=O (N-hydroxysuccinimide), C1CCC(CC1)N=C=NC2CCCCC2 (DCC), NCC[C@@H](C(=O)O)O ((S)-4-amino-2-hydroxybutanoic acid), acid, ClC(=O)OCC1=CC=CC=C1 (benzyl chloroformate), C([O-])([O-])=O.[Na+].[Na+] (sodium carbonate). Run in C1CCOC1 (THF). Yields the product C(C1=CC=CC=C1)OC(=O)NCC[C@@H](C(=O)ON1C(CCC1=O)=O)O (N-[(S)-4-(Benzyloxycarbonylamino)-2-hydroxybutanoyloxy]succinimide). Reaction SMILES: [NH2:1][CH2:2][CH2:3][C@H:4]([OH:8])[C:5]([OH:7])=[O:6].Cl[C:10]([O:12][CH2:13][C:14]1[CH:19]=[CH:18][CH:17]=[CH:16][CH:15]=1)=[O:11].C(=O)([O-])[O-].[Na+].[Na+].O[N:27]1[C:31](=[O:32])[CH2:30][CH2:29][C:28]1=[O:33].C1CCC(N=C=NC2CCCCC2)CC1>C1COCC1>[CH2:13]([O:12][C:10]([NH:1][CH2:2][CH2:3][C@H:4]([OH:8])[C:5]([O:7][N:27]1[C:31](=[O:32])[CH2:30][CH2:29][C:28]1=[O:33])=[O:6])=[O:11])[C:14]1[CH:19]=[CH:18][CH:17]=[CH:16][CH:15]=1 |f:2.3.4|. Reported procedure: A mixture of the N-Cbz protected (S)-4-amino-2-hydroxybutanoic acid (76 mg, 0.300 mmol, prepared from treatment of 1.0 eq. of the acid with 1.2 eq. of benzyl chloroformate in the presence of 2.1 equiv. of sodium carbonate at 0–5° C. overnight, [α]D25=−61°), N-hydroxysuccinimide (38 mg, 0.318 mmol), and DCC (63 mg, 0.300 mmol) in anhydrous THF (3.5 mL) was stirred at room temperature under an atmosphere of argon for 2 h. This solution was directly used for the syntheses of 29–31. Starting materials: ClC=1C=CC2=C(C(=NCC=3N2N=C(C3)C(=O)OC)C3=CC=CC=C3)C1 (8-Chloro-6-phenyl-4H-pyrazolo[1,5-a][1,4]benzodiazepine-2-carboxylic acid, methyl ester), CNC (dimethylamine). The product is ClC=1C=CC2=C(C(=NCC=3N2N=C(C3)C(=O)N(C)C)C3=CC=CC=C3)C1 (8-Chloro-N,N-dimethyl-6-phenyl-4H-pyrazolo[1,5-a][1,4]benzodiazepine-2-carboxamide). Reaction SMILES: [Cl:1][C:2]1[CH:3]=[CH:4][C:5]2[N:11]3[N:12]=[C:13]([C:15](OC)=[O:16])[CH:14]=[C:10]3[CH2:9][N:8]=[C:7]([C:19]3[CH:24]=[CH:23][CH:22]=[CH:21][CH:20]=3)[C:6]=2[CH:25]=1.[CH3:26][NH:27][CH3:28]>>[Cl:1][C:2]1[CH:3]=[CH:4][C:5]2[N:11]3[N:12]=[C:13]([C:15]([N:27]([CH3:28])[CH3:26])=[O:16])[CH:14]=[C:10]3[CH2:9][N:8]=[C:7]([C:19]3[CH:24]=[CH:23][CH:22]=[CH:21][CH:20]=3)[C:6]=2[CH:25]=1. Procedure details: This compound was prepared from 700 mg. (1.99 mmol) of the end product of Example 9 and dimethylamine according to a procedure similar to that described above in Example 11. The reaction mixture was heated to 60°-65° in a sealed glass bomb for 16 hours. Recrystallization from acetone/ether/hexane yielded the desired end product: mp 176°-178°. Reactants: C[Si](C)(C)[N-][Si](C)(C)C.[Li+] (lithium bis(trimethylsilyl)amide), C(=O)[C@@H]1CO[C@@H](CN1C(=O)OC(C)(C)C)CCC1=C(C=CC=C1)NC([C@@H](NC(=O)OC)C(C1=CC=CC=C1)C1=CC=CC=C1)=O (tert-butyl (2R,5S)-5-formyl-2-[2-(2-{[N-(methoxycarbonyl)-β-phenyl-L-phenylalanyl]amino}phenyl)ethyl]morpholine-4-carboxylate), [PH4+] (phosphonium). Solvent: C1CCOC1 (THF), C1CCOC1 (THF), C1CCOC1 (THF). Run at temperature -78 celsius, time 30 minute. The product is COC(=O)N[C@@H](C(C1=CC=CC=C1)C1=CC=CC=C1)C(=O)NC1=C(C=CC=C1)CC[C@@H]1CN([C@@H](CO1)\C=C/CC1=CC=CC=C1)C(=O)OC(C)(C)C (tert-butyl (2R,5R)-2-[2-(2-{[N-(methoxycarbonyl)-β-phenyl-L-phenylalanyl]amino}phenyl)ethyl]-5-[(1Z)-3-phenylprop-1-en-1-yl]morpholine-4-carboxylate). RXN SMILES: [PH4+].C[Si]([N-][Si](C)(C)C)(C)C.[Li+].[CH:12]([C@H:14]1[N:19]([C:20]([O:22][C:23]([CH3:26])([CH3:25])[CH3:24])=[O:21])[CH2:18][C@@H:17]([CH2:27][CH2:28][C:29]2[CH:34]=[CH:33][CH:32]=[CH:31][C:30]=2[NH:35][C:36](=[O:56])[C@H:37]([CH:43]([C:50]2[CH:55]=[CH:54][CH:53]=[CH:52][CH:51]=2)C2C=CC=CC=2)[NH:38][C:39]([O:41][CH3:42])=[O:40])[O:16][CH2:15]1)=O>C1COCC1>[CH3:42][O:41][C:39]([NH:38][C@H:37]([C:36]([NH:35][C:30]1[CH:31]=[CH:32][CH:33]=[CH:34][C:29]=1[CH2:28][CH2:27][C@H:17]1[O:16][CH2:15][C@@H:14](/[CH:12]=[CH:27]\[CH2:28][C:29]2[CH:34]=[CH:33][CH:32]=[CH:31][CH:30]=2)[N:19]([C:20]([O:22][C:23]([CH3:26])([CH3:25])[CH3:24])=[O:21])[CH2:18]1)=[O:56])[CH:43]([C:53]1[CH:52]=[CH:51][CH:50]=[CH:55][CH:54]=1)[C:50]1[CH:51]=[CH:52][CH:53]=[CH:54][CH:55]=1)=[O:40] |f:1.2|. Reported procedure: To a cold (0° C.) suspension of phosphonium salt triphenyl(2-phenylethyl)phosphonium iodide (2.5 eq) in THF (0.1M) was added dropwise a solution of 1M lithium bis(trimethylsilyl)amide (3 eq) in THF. The reaction mixture was stirred at that temperature for 30 min then cooled to −78° C. A solution of tert-butyl (2R,5S)-5-formyl-2-[2-(2-{[N-(methoxycarbonyl)-β-phenyl-L-phenylalanyl]amino}phenyl)ethyl]morpholine-4-carboxylate (1 eq) in THF (1M) was added dropwise. The reaction mixture was stirred at... Starting materials: ClCC1=CC2=C(S1)C=CC=C2 (2-chloromethylbenzo[b]thiophene), [C-]#N.[K+] (potassium cyanide), O1CCOCC1 (1,4-dioxane). The solvent is O (water), O (water). Yields the product S1C2=C(C=C1CC#N)C=CC=C2 (benzo[b]thiophen-2-acetonitrile). Isolated yield 44.7%. RXN SMILES: Cl[CH2:2][C:3]1[S:7][C:6]2[CH:8]=[CH:9][CH:10]=[CH:11][C:5]=2[CH:4]=1.[C-:12]#[N:13].[K+].O1CCOCC1>O>[S:7]1[C:3]([CH2:2][C:12]#[N:13])=[CH:4][C:5]2[CH:11]=[CH:10][CH:9]=[CH:8][C:6]1=2 |f:1.2|. Reported procedure: A mixture of 2-chloromethylbenzo[b]thiophene (21 g), potassium cyanide (11.7 g), 1,4-dioxane (200 ml) and water (100 ml) was stirred and heated under reflux for 4 hours, then cooled to ambient temperature and diluted with water (200 ml). The product was extracted into toluene (3×200 ml), then the combined extracts were washed with water (2×300 ml), dried (Na2SO4), and the solvents were removed in vacuo. The residue was purified via flash chromatography over silica using a 1:4 mixture of ethyl ac... The reactants are C1CCOC1, COC(C(=O)NC1CN(c2ccccc2)C1=O)C1OC(C)(C)OC(C=CC(C)(C)C)C1O, Cl. The product is COC(C(=O)NC1CN(c2ccccc2)C1=O)C(O)C(O)C(O)C=CC(C)(C)C. As a reaction SMILES: [CH2:34]1[O:35][CH2:36][CH2:37][CH2:38]1.[CH3:1][C:2]([CH:3]=[CH:4][CH:5]1[CH:6]([OH:30])[CH:7]([CH:13]([C:14](=[O:15])[NH:16][CH:17]2[C:18](=[O:27])[N:19]([c:21]3[cH:22][cH:23][cH:24][cH:25][cH:26]3)[CH2:20]2)[O:28][CH3:29])[O:8][C:9]([CH3:11])([CH3:12])[O:10]1)([CH3:31])[CH3:32].[ClH:33]>>[CH3:1][C:2]([CH:3]=[CH:4][CH:5]([CH:6]([CH:7]([OH:8])[CH:13]([C:14](=[O:15])[NH:16][CH:17]1[C:18](=[O:27])[N:19]([c:21]2[cH:22][cH:23][cH:24][cH:25][cH:26]2)[CH2:20]1)[O:28][CH3:29])[OH:30])[OH:10])([CH3:31])[CH3:32]. Starting materials: ClCCl, Cl, O=C(O)C(F)(F)F, CC(C)(C)OC(=O)C1CCN(c2ccc(NC(=O)c3nnc(Nc4ccccc4F)o3)cn2)CC1, C1COCCO1. The product is Cl, O=C(Nc1ccc(N2CCC(C(=O)O)CC2)nc1)c1nnc(Nc2ccccc2F)o1. Reaction SMILES: [Cl:44][CH2:45][Cl:46].[ClH:43].[F:1][C:2]([F:3])([F:4])[C:5]([OH:6])=[O:7].[F:8][c:9]1[c:10]([NH:15][c:16]2[n:17][n:18][c:19]([C:21](=[O:22])[NH:23][c:24]3[cH:25][cH:26][c:27]([N:30]4[CH2:31][CH2:32][CH:33]([C:36](=[O:37])[O:38][C:39]([CH3:40])([CH3:41])[CH3:42])[CH2:34][CH2:35]4)[n:28][cH:29]3)[o:20]2)[cH:11][cH:12][cH:13][cH:14]1.[O:47]1[CH2:48][CH2:49][O:50][CH2:51][CH2:52]1>>[ClH:43].[F:8][c:9]1[c:10]([NH:15][c:16]2[n:17][n:18][c:19]([C:21](=[O:22])[NH:23][c:24]3[cH:25][cH:26][c:27]([N:30]4[CH2:31][CH2:32][CH:33]([C:36](=[O:37])[OH:38])[CH2:34][CH2:35]4)[n:28][cH:29]3)[o:20]2)[cH:11][cH:12][cH:13][cH:14]1. Starting materials: CCCCc1nc(C(F)(F)F)ccc1C=CC(=O)O, Cl, CC(N)c1cc(F)c(NS(C)(=O)=O)c(F)c1. Yields the product CCCCc1nc(C(F)(F)F)ccc1C=CC(=O)NC(C)c1cc(F)c(NS(C)(=O)=O)c(F)c1. Reaction SMILES: [CH2:18]([CH2:19][CH2:20][CH3:21])[c:22]1[n:23][c:24]([C:33]([F:34])([F:35])[F:36])[cH:25][cH:26][c:27]1[CH:28]=[CH:29][C:30](=[O:31])[OH:32].[ClH:17].[NH2:1][CH:2]([CH3:3])[c:4]1[cH:5][c:6]([F:16])[c:7]([NH:11][S:12](=[O:13])(=[O:14])[CH3:15])[c:8]([F:10])[cH:9]1>>[NH:1]([CH:2]([CH3:3])[c:4]1[cH:5][c:6]([F:16])[c:7]([NH:11][S:12](=[O:13])(=[O:14])[CH3:15])[c:8]([F:10])[cH:9]1)[C:30]([CH:29]=[CH:28][c:27]1[c:22]([CH2:18][CH2:19][CH2:20][CH3:21])[n:23][c:24]([C:33]([F:34])([F:35])[F:36])[cH:25][cH:26]1)=[O:31].